This data is from the Open Reaction Database (ORD), a public repository of structured organic reaction records. The task is: describe an organic reaction: reactants, conditions, products, and yield Starting materials: C(C1=CC=CC=C1)#N (benzonitrile), C(C1=CC=CC=C1)#N (benzonitrile), resultant product, C(C)(=O)O (acetic acid), cupric chloride. The reagents and catalysts are [Zn] (zinc). Run in O (water). Product: C(C1=CC=CC=C1)(=O)N (benzamide). Isolated yield 24.0%. Reaction SMILES: C(O)(=[O:3])C.[C:5](#[N:12])[C:6]1[CH:11]=[CH:10][CH:9]=[CH:8][CH:7]=1>O.[Zn]>[C:5]([NH2:12])(=[O:3])[C:6]1[CH:11]=[CH:10][CH:9]=[CH:8][CH:7]=1. Reported procedure: Watanabe, in Bull. Chem. Soc. Japan, 37, 1325 (1964), teaches the conversion of benzonitrile to benzamide with precipitated copper and Urushibara copper (U--Cu). The precipitated copper was prepared from a cupric chloride solution and zinc dust and was reacted with benzonitrile in water for 8 hours to give a 7% yield of benzamide. U--Cu--A was prepared by mixing zinc dust with a solution of cupric chloride and then leaching the resultant product with 13% acetic acid. The reaction of benzonitrile... The reactants are ClC(Cl)Cl, COCCOc1nc(N)c2nc(OC)n(CCC3CCN(Cc4ccc(CO)cc4)CC3)c2n1. Yields the product COCCOc1nc(N)c2nc(OC)n(CCC3CCN(Cc4ccc(C=O)cc4)CC3)c2n1. RXN SMILES: [CH:35]([Cl:36])([Cl:37])[Cl:38].[NH2:1][c:2]1[c:3]2[n:4][c:5]([O:33][CH3:34])[n:6]([CH2:16][CH2:17][CH:18]3[CH2:19][CH2:20][N:21]([CH2:24][c:25]4[cH:26][cH:27][c:28]([CH2:31][OH:32])[cH:29][cH:30]4)[CH2:22][CH2:23]3)[c:7]2[n:8][c:9]([O:11][CH2:12][CH2:13][O:14][CH3:15])[n:10]1>>[NH2:1][c:2]1[c:3]2[n:4][c:5]([O:33][CH3:34])[n:6]([CH2:16][CH2:17][CH:18]3[CH2:19][CH2:20][N:21]([CH2:24][c:25]4[cH:26][cH:27][c:28]([CH:31]=[O:32])[cH:29][cH:30]4)[CH2:22][CH2:23]3)[c:7]2[n:8][c:9]([O:11][CH2:12][CH2:13][O:14][CH3:15])[n:10]1. Reactants: COC(=O)Nc1ccc(S(=O)(=O)C(C)C)c(C#N)c1, C1CCOC1. Yields the product COC(=O)Nc1ccc(S(=O)(=O)C(C)C)c(CN)c1. As a reaction SMILES: [C:1](#[N:2])[c:3]1[cH:4][c:5]([NH:15][C:16]([O:17][CH3:18])=[O:19])[cH:6][cH:7][c:8]1[S:9](=[O:10])(=[O:11])[CH:12]([CH3:13])[CH3:14].[CH2:20]1[O:21][CH2:22][CH2:23][CH2:24]1>>[CH2:1]([NH2:2])[c:3]1[cH:4][c:5]([NH:15][C:16]([O:17][CH3:18])=[O:19])[cH:6][cH:7][c:8]1[S:9](=[O:10])(=[O:11])[CH:12]([CH3:13])[CH3:14]. Reactants: C1(=CC=CC=C1)N1C(=CC=C1C1=CC=CC=C1)C=1C=C2C=CC(=CC2=CC1)OCC(=O)OC (methyl {[6-(1,5-diphenyl-1H-pyrrol-2-yl)-2-naphthyl]oxy}acetate), C[C@@H]([C@@H](C1=CC=C(C=C1)O)O)NCCC2=CC=C(C=C2)O (prepar), [OH-].[Na+] (NaOH), C1CCOC1 (THF). Solvent: O (water), CO (MeOH). Reaction conditions: temperature 65 celsius, time 6 hour. Product: C1(=CC=CC=C1)N1C(=CC=C1C1=CC=CC=C1)C=1C=C2C=CC(=CC2=CC1)OCC(=O)O ({[6-(1,5-diphenyl-1H-pyrrol-2-yl)-2-naphthyl]oxy}acetic acid). The yield is 90.5%. Reaction SMILES: [C:1]1([N:7]2[C:11]([C:12]3[CH:17]=[CH:16][CH:15]=[CH:14][CH:13]=3)=[CH:10][CH:9]=[C:8]2[C:18]2[CH:19]=[C:20]3[C:25](=[CH:26][CH:27]=2)[CH:24]=[C:23]([O:28][CH2:29][C:30]([O:32]C)=[O:31])[CH:22]=[CH:21]3)[CH:6]=[CH:5][CH:4]=[CH:3][CH:2]=1.C[C@H](NCCC1C=CC(O)=CC=1)[C@H](O)C1C=CC(O)=CC=1.[OH-].[Na+].C1COCC1>O.CO>[C:1]1([N:7]2[C:11]([C:12]3[CH:13]=[CH:14][CH:15]=[CH:16][CH:17]=3)=[CH:10][CH:9]=[C:8]2[C:18]2[CH:19]=[C:20]3[C:25](=[CH:26][CH:27]=2)[CH:24]=[C:23]([O:28][CH2:29][C:30]([OH:32])=[O:31])[CH:22]=[CH:21]3)[CH:6]=[CH:5][CH:4]=[CH:3][CH:2]=1 |f:2.3|. Procedure: In a similar manner as described in step 2 of Example 6, the title compound was prepared from methyl {[6-(1,5-diphenyl-1H-pyrrol-2-yl)-2-naphthyl]oxy}acetate (0.17 g, 0.39 mmol), prepar in the previous step, and 1N NaOH (0.59 mL, 0.59 mmol) in 5:5:1 THF:MeOH:water (55 mL) with the exception that this reaction required heating to 65° C. and was complete after 6 hours. The still warm reaction mixture was filtered and then allowed to cool to ambient temperature. The mixture was acidified with 1N HC...